From a dataset of the Open Reaction Database (ORD), a public repository of structured organic reaction records. describe an organic reaction: reactants, conditions, products, and yield Starting materials: C1(=CC=CC=C1)C1=C2C(=CC3=CC=CC=C13)C(=O)OC2=O (1-Phenyl-2,3-naphthalenedicarboxylic anhydride), C1(CC1)N (cyclopropylamine). Yields the product C1(CC1)N1C(C=2C(=C3C(=CC2C1=O)C=CC=C3)C3=CC=CC=C3)=O (2-cyclopropyl-1,3-dioxo-4-phenylbenz[f]isoindoline). Reaction SMILES: [C:1]1([C:7]2[C:16]3[C:11](=[CH:12][CH:13]=[CH:14][CH:15]=3)[CH:10]=[C:9]3[C:17]([O:19][C:20](=O)[C:8]=23)=[O:18])[CH:6]=[CH:5][CH:4]=[CH:3][CH:2]=1.[CH:22]1([NH2:25])[CH2:24][CH2:23]1>>[CH:22]1([N:25]2[C:17](=[O:18])[C:9]3[CH:10]=[C:11]4[CH:12]=[CH:13][CH:14]=[CH:15][C:16]4=[C:7]([C:1]4[CH:6]=[CH:5][CH:4]=[CH:3][CH:2]=4)[C:8]=3[C:20]2=[O:19])[CH2:24][CH2:23]1. Procedure details: 1-Phenyl-2,3-naphthalenedicarboxylic anhydride (3.0 g) and cyclopropylamine (5 ml) were shaken for 5 minutes. The reaction mixture became very warm and excess cyclopropylamine was evaporated in vacuo. The solid remaining was then heated at 220° to 240° for 5 minutes in a nitrogen atmosphere. The solid formed was allowed to cool and was recrystallised from light petroleum (b.p. 40°-60°)/chloroform to give 2-cyclopropyl-1,3-dioxo-4-phenylbenz[f]isoindoline, (2.7 g, m.p. 198°). Reactants: CC(C)(C)OC(=O)N1CCC(Nc2nc3ccccc3n2COCCc2cccc(Br)n2)CC1, CC(C)O. Product: Brc1cccc(CCOCn2c(NC3CCNCC3)nc3ccccc32)n1. Reaction SMILES: [Br:1][c:2]1[cH:3][cH:4][cH:5][c:6]([CH2:8][CH2:9][O:10][CH2:11][n:12]2[c:13]([NH:21][CH:22]3[CH2:23][CH2:24][N:25]([C:28]([O:29][C:30]([CH3:31])([CH3:32])[CH3:33])=[O:34])[CH2:26][CH2:27]3)[n:14][c:15]3[c:16]2[cH:17][cH:18][cH:19][cH:20]3)[n:7]1.[CH3:35][CH:36]([OH:37])[CH3:38]>>[Br:1][c:2]1[cH:3][cH:4][cH:5][c:6]([CH2:8][CH2:9][O:10][CH2:11][n:12]2[c:13]([NH:21][CH:22]3[CH2:23][CH2:24][NH:25][CH2:26][CH2:27]3)[n:14][c:15]3[c:16]2[cH:17][cH:18][cH:19][cH:20]3)[n:7]1. Reactants: C([O-])([O-])=O.[K+].[K+] (potassium carbonate), C(C)(=O)OC1=CC(=CC2=C1C=CO2)C(=O)OCC (Ethyl 4-(acetyloxy)benzofuran-6-carboxylate), Cl (hydrochloric acid). Run in C(C)O (ethanol). Yields the product OC1=CC(=CC2=C1C=CO2)C(=O)OCC (ethyl 4-hydroxy-1-benzofuran-6-carboxylate). The yield is 95.5%. Reaction SMILES: C([O:4][C:5]1[C:10]2[CH:11]=[CH:12][O:13][C:9]=2[CH:8]=[C:7]([C:14]([O:16][CH2:17][CH3:18])=[O:15])[CH:6]=1)(=O)C.C(=O)([O-])[O-].[K+].[K+].Cl>C(O)C>[OH:4][C:5]1[C:10]2[CH:11]=[CH:12][O:13][C:9]=2[CH:8]=[C:7]([C:14]([O:16][CH2:17][CH3:18])=[O:15])[CH:6]=1 |f:1.2.3|. Procedure details: To a solution of the compound obtained in the above (1) (24.7 g) in ethanol (150 mL) was added potassium carbonate (42.0 g), and the mixture was heated to reflux for 30 minutes. The reaction mixture was ice-cooled, and then acidified by 10% hydrochloric acid, and then extracted with ethyl acetate. The organic layer was washed with saturated saline, dried over sodium sulfate, and then concentrated under reduced pressure. The resulting residue was triturated with n-hexane-dichloromethane (5:1) to ... Reactants: O=S(Cl)Cl (SOCl2), ClC1=C(C=C(C=C1C)C[C@H](C(=O)O)O)C ((R)-3-(4-chloro-3,5-dimethyl-phenyl)-2-hydroxy-propionic acid), CO (MeOH). Run at temperature 0 celsius, time 1 hour. Yields the product ClC1=C(C=C(C=C1C)C[C@H](C(=O)OC)O)C (methyl (R)-3-(4-chloro-3,5-dimethyl-phenyl)-2-hydroxy-propionate). As a reaction SMILES: O=S(Cl)Cl.[Cl:5][C:6]1[C:11]([CH3:12])=[CH:10][C:9]([CH2:13][C@@H:14]([OH:18])[C:15]([OH:17])=[O:16])=[CH:8][C:7]=1[CH3:19].[CH3:20]O>>[Cl:5][C:6]1[C:7]([CH3:19])=[CH:8][C:9]([CH2:13][C@@H:14]([OH:18])[C:15]([O:17][CH3:20])=[O:16])=[CH:10][C:11]=1[CH3:12]. Procedure details: 4.4 mL (59.9 mmol) SOCl2 were added dropwise to a solution of 12.45 g (54.4 mmol) of (R)-3-(4-chloro-3,5-dimethyl-phenyl)-2-hydroxy-propionic acid in 300 mL MeOH cooled to 0° C. and the reaction mixture was stirred for 1 h at RT. The reaction solution was evaporated down i. vac. and the residue was purified by chromatography (silica gel, cyc/EtOAc 4:1). Reaction SMILES: [NH2:1][C:2]1[C:11]2[C:6](=[CH:7][C:8]([O:14][CH3:15])=[C:9]([O:12][CH3:13])[CH:10]=2)[N:5]=[C:4]([Cl:16])[N:3]=1.[NH:17]1[CH2:22][CH2:21][CH:20]([N:23]2[C:32](=[O:33])[CH2:31][C:26]3([CH2:30][CH2:29][CH2:28][CH2:27]3)[CH2:25][C:24]2=[O:34])[CH2:19][CH2:18]1.C(=O)([O-])[O-].[Na+].[Na+]>CN(C)C=O>[ClH:16].[NH2:1][C:2]1[C:11]2[C:6](=[CH:7][C:8]([O:14][CH3:15])=[C:9]([O:12][CH3:13])[CH:10]=2)[N:5]=[C:4]([N:17]2[CH2:22][CH2:21][CH:20]([N:23]3[C:24](=[O:34])[CH2:25][C:26]4([CH2:30][CH2:29][CH2:28][CH2:27]4)[CH2:31][C:32]3=[O:33])[CH2:19][CH2:18]2)[N:3]=1 |f:2.3.4,6.7|. Conditions: time 8 hour. Yields the product Cl.NC1=NC(=NC2=CC(=C(C=C12)OC)OC)N1CCC(CC1)N1C(CC2(CCCC2)CC1=O)=O (8-[1-(4-amino-6,7-dimethoxy-2-quinazolinyl)-4-piperidinyl]-8-azaspiro[4,5]decan-7,9-dione hydrochloride). Starting materials: NC1=NC(=NC2=CC(=C(C=C12)OC)OC)Cl (4-amino-2-chloro-6,7-dimethoxyquinazoline), N1CCC(CC1)N1C(CC2(CCCC2)CC1=O)=O (8-(4-piperidinyl)-8-azaspiro[4,5]decan-7,9-dione), C([O-])([O-])=O.[Na+].[Na+] (sodium carbonate). Solvent: CN(C=O)C (dimethylformamide). Reported procedure: The mixture of 70 g of 4-amino-2-chloro-6,7-dimethoxyquinazoline, 73.2 g of 8-(4-piperidinyl)-8-azaspiro[4,5]decan-7,9-dione, 62.1 g of anhydrous sodium carbonate and 800 ml of dimethylformamide is stirred under nitrogen at 135° for 8 hours. It is allowed to cool to room temperature, filtered and the filtrate evaporated. The residue is poured with stirring and cooling into 300 ml of water, the mixture diluted with 1400 ml of water and filtered. The solids are triturated with 1600 ml of ethyl ace...